From a dataset of the Open Reaction Database (ORD), a public repository of structured organic reaction records. describe an organic reaction: reactants, conditions, products, and yield Reactants: [Li]C(C)(C)C, O=C([O-])O, C1CCOC1, CCCCC, C[Si](C)(C)Cl, COc1ccc(F)cc1Cl, [Na+]. The product is COc1ccc(F)c([Si](C)(C)C)c1Cl. As a reaction SMILES: [C:11]([Li:12])([CH3:13])([CH3:14])[CH3:15].[C:26](=[O:27])([OH:28])[O-:29].[CH2:31]1[O:32][CH2:33][CH2:34][CH2:35]1.[CH3:16][CH2:17][CH2:18][CH2:19][CH3:20].[CH3:21][Si:22]([Cl:23])([CH3:24])[CH3:25].[Cl:1][c:2]1[c:3]([O:9][CH3:10])[cH:4][cH:5][c:6]([F:8])[cH:7]1.[Na+:30]>>[Cl:1][c:2]1[c:3]([O:9][CH3:10])[cH:4][cH:5][c:6]([F:8])[c:7]1[Si:22]([CH3:21])([CH3:24])[CH3:25].